From a dataset of the Open Reaction Database (ORD), a public repository of structured organic reaction records. describe an organic reaction: reactants, conditions, products, and yield Yields the product COc1cc2c(Oc3cc4ccccc4nc3C)ccnc2cc1OCCCN. The reactants are COc1cc2c(Oc3cc4ccccc4nc3C)ccnc2cc1OCCCN1C(=O)c2ccccc2C1=O, CN(C)C=O, NN. Reaction SMILES: [CH3:1][O:2][c:3]1[cH:4][c:5]2[c:6]([O:28][c:29]3[c:30]([CH3:39])[n:31][c:32]4[cH:33][cH:34][cH:35][cH:36][c:37]4[cH:38]3)[cH:7][cH:8][n:9][c:10]2[cH:11][c:12]1[O:13][CH2:14][CH2:15][CH2:16][N:17]1[C:18](=[O:19])[c:20]2[c:21]([cH:22][cH:23][cH:24][cH:25]2)[C:26]1=[O:27].[CH3:42][N:43]([CH3:44])[CH:45]=[O:46].[NH2:40][NH2:41]>>[CH3:1][O:2][c:3]1[cH:4][c:5]2[c:6]([O:28][c:29]3[c:30]([CH3:39])[n:31][c:32]4[cH:33][cH:34][cH:35][cH:36][c:37]4[cH:38]3)[cH:7][cH:8][n:9][c:10]2[cH:11][c:12]1[O:13][CH2:14][CH2:15][CH2:16][NH2:17]. Reactants: ClC1=C(C(=C(C(=C1)CO)C1=CC(=CC=C1)F)[N+](=O)[O-])C=O (4-chloro-3′-fluoro-6-(hydroxymethyl)-2-nitrobiphenyl-3-carbaldehyde), C(C)(=O)O (acetic acid), Cl (HCl), stannous chloride, dihydrate. Run in C(C)(=O)OCC (ethyl acetate). Conditions: time 2 hour. Yields the product ClC1=CC(=C(C=2C1=CON2)C2=CC(=CC=C2)F)CO ([4-Chloro-7-(3-fluorophenyl)-2,1-benzisoxazol-6-yl]methanol). Isolated yield 23.4%. RXN SMILES: [Cl:1][C:2]1[CH:7]=[C:6]([CH2:8][OH:9])[C:5]([C:10]2[CH:15]=[CH:14][CH:13]=[C:12]([F:16])[CH:11]=2)=[C:4]([N+:17]([O-])=O)[C:3]=1[CH:20]=[O:21].C(O)(=O)C.Cl>C(OCC)(=O)C>[Cl:1][C:2]1[C:3]2=[CH:20][O:21][N:17]=[C:4]2[C:5]([C:10]2[CH:15]=[CH:14][CH:13]=[C:12]([F:16])[CH:11]=2)=[C:6]([CH2:8][OH:9])[CH:7]=1. Procedure details: To a mixture of 4-chloro-3′-fluoro-6-(hydroxymethyl)-2-nitrobiphenyl-3-carbaldehyde (0.50 g, 1.6 mmol), acetic acid (4 mL), and conc. HCl (4 mL) was added stannous chloride, dihydrate (1.4 g, 6.4 mmol). After stirring at room temperature for 2 hours, the resulting mixture was diluted with ethyl acetate, washed with water, brine, and then dried with sodium sulfate and concentrated to dryness. The residue was purified on silica gel, eluting with 0 to 50% ethyl acetate in hexane, to give the desire...